Dataset: the Open Reaction Database (ORD), a public repository of structured organic reaction records. Task: describe an organic reaction: reactants, conditions, products, and yield Reactants: FC1=CC(=CC=C1)F (1,3-difluorobenzene), [Al+3].[Cl-].[Cl-].[Cl-] (AlCl3), ClCl (chlorine). The solvent is ClCCCl (1,2-dichloroethane). Product: FC1=C(C(=C(C(=C1Cl)Cl)Cl)F)Cl (1,3-difluoro-2,4,5,6-tetrachlorobenzene). As a reaction SMILES: [F:1][C:2]1[CH:7]=[CH:6][CH:5]=[C:4]([F:8])[CH:3]=1.[Al+3].[Cl-:10].[Cl-:11].[Cl-:12].[Cl:13]Cl>ClCCCl>[F:1][C:2]1[C:7]([Cl:10])=[C:6]([Cl:11])[C:5]([Cl:12])=[C:4]([F:8])[C:3]=1[Cl:13] |f:1.2.3.4|. Procedure: A solution of 100 g (0.88 mol) of 1,3-difluorobenzene in 1 l of 1,2-dichloroethane was admixed with 11.7 g (0.088 mol) of powdered AlCl3. 290 g of chlorine gas were subsequently passed into the solution at 0-5° C. After the end of the reaction, the HCl formed were driven out at about 20-25° C. by means of a stream of nitrogen, and the solution was filtered through silica gel. According to analysis by gas chromatography, the solution comprised 38.5% of dichlorodifluorobenzene, 33.6% of difluorotr... Starting materials: BrCC1CO1, O=C([O-])[O-], Cc1ccc(NC(=O)c2cccc(N3CCOCC3)c2)cc1NC(=O)c1cccc(O)c1, [Cs+], [Cs+], O. Yields the product Cc1ccc(NC(=O)c2cccc(N3CCOCC3)c2)cc1NC(=O)c1cccc(OCC2CO2)c1. Reaction SMILES: [Br:1][CH2:2][CH:3]1[CH2:4][O:5]1.[C:38](=[O:39])([O-:40])[O-:41].[CH3:6][c:7]1[c:8]([NH:28][C:29]([c:30]2[cH:31][c:32]([OH:36])[cH:33][cH:34][cH:35]2)=[O:37])[cH:9][c:10]([NH:13][C:14]([c:15]2[cH:16][c:17]([N:21]3[CH2:22][CH2:23][O:24][CH2:25][CH2:26]3)[cH:18][cH:19][cH:20]2)=[O:27])[cH:11][cH:12]1.[Cs+:42].[Cs+:43].[OH2:44]>>[CH2:2]([CH:3]1[CH2:4][O:5]1)[O:36][c:32]1[cH:31][c:30]([C:29]([NH:28][c:8]2[c:7]([CH3:6])[cH:12][cH:11][c:10]([NH:13][C:14]([c:15]3[cH:16][c:17]([N:21]4[CH2:22][CH2:23][O:24][CH2:25][CH2:26]4)[cH:18][cH:19][cH:20]3)=[O:27])[cH:9]2)=[O:37])[cH:35][cH:34][cH:33]1. The reactants are Cc1cnc(N)o1, [Cl-], O=C(O)C1c2ccccc2Oc2ccccc21. The product is Cc1cnc(NC(=O)C2c3ccccc3Oc3ccccc32)o1. Reaction SMILES: [CH3:1][c:2]1[cH:3][n:4][c:5]([NH2:7])[o:6]1.[Cl-:8].[cH:9]1[cH:10][cH:11][cH:12][c:13]2[c:22]1[CH:21]([C:23](=[O:24])[OH:25])[c:20]1[c:15]([cH:16][cH:17][cH:18][cH:19]1)[O:14]2>>[CH3:1][c:2]1[cH:3][n:4][c:5]([NH:7][C:23]([CH:21]2[c:20]3[c:15]([cH:16][cH:17][cH:18][cH:19]3)[O:14][c:13]3[cH:12][cH:11][cH:10][cH:9][c:22]32)=[O:24])[o:6]1. Starting materials: ClC=1C=C(C=CC1F)C1=CN=C2N1C=CC(=C2F)C(C)(C)O (2-[3-(3-Chloro-4-fluorophenyl)-8-fluoroimidazo[1,2-α]pyridin-7-yl]-propan-2-ol), N1=CC=CC=2C(=CC=CC12)B(O)O (quinoline-5-boronic acid). Product: FC=1C=2N(C=CC1C(C)(C)O)C(=CN2)C2=CC(=C(C=C2)F)C2=C1C=CC=NC1=CC=C2 (2-{8-fluoro-3-[4-fluoro-3-(quinolin-5-yl)phenyl]-imidazo[1,2-α]pyridin-7-yl}propan-2-ol). Isolated yield 5.0%. As a reaction SMILES: Cl[C:2]1[CH:3]=[C:4]([C:9]2[N:13]3[CH:14]=[CH:15][C:16]([C:19]([OH:22])([CH3:21])[CH3:20])=[C:17]([F:18])[C:12]3=[N:11][CH:10]=2)[CH:5]=[CH:6][C:7]=1[F:8].[N:23]1[C:32]2[CH:31]=[CH:30][CH:29]=[C:28](B(O)O)[C:27]=2[CH:26]=[CH:25][CH:24]=1>>[F:18][C:17]1[C:12]2[N:13]([C:9]([C:4]3[CH:5]=[CH:6][C:7]([F:8])=[C:2]([C:28]4[CH:29]=[CH:30][CH:31]=[C:32]5[C:27]=4[CH:26]=[CH:25][CH:24]=[N:23]5)[CH:3]=3)=[CH:10][N:11]=2)[CH:14]=[CH:15][C:16]=1[C:19]([OH:22])([CH3:21])[CH3:20]. Reported procedure: 2-[3-(3-Chloro-4-fluorophenyl)-8-fluoroimidazo[1,2-α]pyridin-7-yl]-propan-2-ol and quinoline-5-boronic acid were coupled in the same way as in Example 30 to give 2-{8-fluoro-3-[4-fluoro-3-(quinolin-5-yl)phenyl]-imidazo[1,2-α]pyridin-7-yl}propan-2-ol as an off-white solid (7 mg, 5%): m/z (ES+) 416 [MH+]. Starting materials: N1(CCNCC1)C1=C(C#N)C=C(C=C1)C(F)(F)F (2-Piperazin-1-yl-5-trifluoromethyl-benzonitrile), N1(CCOCC1)C1=C(C(=O)Cl)C=C(C=C1)[N+](=O)[O-] (2-Morpholin-4-yl-5-nitro-benzoyl chloride). Product: N1(CCOCC1)C1=C(C(=O)N2CCN(CC2)C2=C(C#N)C=C(C=C2)C(F)(F)F)C=C(C=C1)[N+](=O)[O-] (2-[4-(2-Morpholin-4-yl-5-nitro-benzoyl)-piperazin-1-yl]-5-trifluoromethyl-benzonitrile). As a reaction SMILES: [N:1]1([C:7]2[CH:14]=[CH:13][C:12]([C:15]([F:18])([F:17])[F:16])=[CH:11][C:8]=2[C:9]#[N:10])[CH2:6][CH2:5][NH:4][CH2:3][CH2:2]1.[N:19]1([C:25]2[CH:33]=[CH:32][C:31]([N+:34]([O-:36])=[O:35])=[CH:30][C:26]=2[C:27](Cl)=[O:28])[CH2:24][CH2:23][O:22][CH2:21][CH2:20]1>>[N:19]1([C:25]2[CH:33]=[CH:32][C:31]([N+:34]([O-:36])=[O:35])=[CH:30][C:26]=2[C:27]([N:4]2[CH2:5][CH2:6][N:1]([C:7]3[CH:14]=[CH:13][C:12]([C:15]([F:16])([F:18])[F:17])=[CH:11][C:8]=3[C:9]#[N:10])[CH2:2][CH2:3]2)=[O:28])[CH2:24][CH2:23][O:22][CH2:21][CH2:20]1. Procedure details: The title compound was prepared according to the procedure described for example 46 from 2-Piperazin-1-yl-5-trifluoromethyl-benzonitrile and 2-Morpholin-4-yl-5-nitro-benzoyl chloride (69%, yellow solid, MS (m/e): 490.2 (M+H, 100%) Reactants: O (water), BrN1CC=CC(=C1)Br (1,5-Dibromopyridine), of3,5-dibromopyridine, [O-]CC.[Na+] (sodium ethoxide), CN(C=O)C (DMF), [O-]CC.[Na+] (Sodium ethoxide), CN(C=O)C (N,N-dimethylformamide). Solvent: C(C)OCC (diethyl ether). Run at temperature 65 celsius. Yields the product BrC=1C=NC=C(C1)OCC (3-Bromo-5-ethoxypyridine). Isolated yield 17.9%. Reaction SMILES: Br[N:2]1[CH:7]=[C:6]([Br:8])[CH:5]=[CH:4][CH2:3]1.[O-:9][CH2:10][CH3:11].[Na+].CN(C)C=O.O>C(OCC)C>[Br:8][C:6]1[CH:7]=[N:2][CH:3]=[C:4]([O:9][CH2:10][CH3:11])[CH:5]=1 |f:1.2|. Reported procedure: 1,5-Dibromopyridine (98%) was purchased from Lancaster Chemical Company. Sodium ethoxide (96%) and N,N-dimethylformamide (DMF) (99.9+ %. HPLC grade) were purchased from Aldrich Chemical Company. Under a nitrogen atmosphere, a mixture of3,5-dibromopyridine (5.00 g, 21.1 mmol). sodium ethoxide (2.87 g, 42.2 mmol), and DMF (10 mL) was stirred and heated at 65° C. for 15 h. The mixture was poured into water (70 mL), and anhydrous diethyl ether (155 mL) was added. Because of insoluble solids, it was ...